Dataset: the Open Reaction Database (ORD), a public repository of structured organic reaction records. Task: describe an organic reaction: reactants, conditions, products, and yield Starting materials: ClC1=CC(=CC=C1)C(=O)OO (m-chloroperbenzoic acid), ClC=1C(=C(C=CC1)N(CC(=O)NCC1=CC=NC=C1)S(=O)(=O)C1=CC=C(C=C1)C)C (N2-(3-chloro-2-methylphenyl)-N2-[(4-methylphenyl)sulfonyl]-N-(pyridine-4-ylmethyl)glycinamide), C(O)([O-])=O.[Na+] (sodium hydrogen carbonate). Solvent: C(Cl)Cl (methylene chloride). Conditions: time 4 hour. Product: ClC=1C(=C(C=CC1)N(CC(=O)NCC1=CC=[N+](C=C1)[O-])S(=O)(=O)C1=CC=C(C=C1)C)C (N2-(3-chloro-2-methylphenyl)-N2-[(4-methylphenyl)sulfonyl]-N-[(1-oxidopyridine-4-yl)methyl]glycinamide). Isolated yield 52.4%. As a reaction SMILES: [Cl:1][C:2]1[C:3]([CH3:30])=[C:4]([N:8]([S:20]([C:23]2[CH:28]=[CH:27][C:26]([CH3:29])=[CH:25][CH:24]=2)(=[O:22])=[O:21])[CH2:9][C:10]([NH:12][CH2:13][C:14]2[CH:19]=[CH:18][N:17]=[CH:16][CH:15]=2)=[O:11])[CH:5]=[CH:6][CH:7]=1.ClC1C=CC=C(C(OO)=[O:39])C=1.C(=O)([O-])O.[Na+]>C(Cl)Cl>[Cl:1][C:2]1[C:3]([CH3:30])=[C:4]([N:8]([S:20]([C:23]2[CH:24]=[CH:25][C:26]([CH3:29])=[CH:27][CH:28]=2)(=[O:21])=[O:22])[CH2:9][C:10]([NH:12][CH2:13][C:14]2[CH:15]=[CH:16][N+:17]([O-:39])=[CH:18][CH:19]=2)=[O:11])[CH:5]=[CH:6][CH:7]=1 |f:2.3|. Reported procedure: 330 mg of N2-(3-chloro-2-methylphenyl)-N2-[(4-methylphenyl)sulfonyl]-N-(pyridine-4-ylmethyl)glycinamide was dissolved in 5.0 mL of methylene chloride, and 166 mg of m-chloroperbenzoic acid was added thereto, followed by stirring at room temperature for 4 hours. To the reaction liquid was added an aqueous saturated sodium hydrogen carbonate solution, and then extracted with chloroform. The organic layer was concentrated under reduced pressure, the obtained residue was purified by silica gel colum... Reactants: C1CCOC1, [H-], CI, O=C(C(=O)N1CCCC1)c1c[nH]c2cc([N+](=O)[O-])ccc12, [Na+], O. Yields the product Cn1cc(C(=O)C(=O)N2CCCC2)c2ccc([N+](=O)[O-])cc21. Reaction SMILES: [CH2:26]1[O:27][CH2:28][CH2:29][CH2:30]1.[H-:2].[I:24][CH3:25].[N+:3](=[O:4])([O-:5])[c:6]1[cH:7][cH:8][c:9]2[c:10]([C:15]([C:16](=[O:17])[N:18]3[CH2:19][CH2:20][CH2:21][CH2:22]3)=[O:23])[cH:11][nH:12][c:13]2[cH:14]1.[Na+:1].[OH2:31]>>[N+:3](=[O:4])([O-:5])[c:6]1[cH:7][cH:8][c:9]2[c:10]([C:15]([C:16](=[O:17])[N:18]3[CH2:19][CH2:20][CH2:21][CH2:22]3)=[O:23])[cH:11][n:12]([CH3:25])[c:13]2[cH:14]1.